Task: describe an organic reaction: reactants, conditions, products, and yield. Dataset: the Open Reaction Database (ORD), a public repository of structured organic reaction records Reactants: resultant solution, pyridinium salt, C(C1=CC=CC=C1)(=O)NC1=CC=C(C2=CC=CC=C12)S(=O)(=O)O (4-benzoylamino-napthalene-1-sulfonic acid), S(=O)(Cl)Cl (thionyl chloride). The solvent is CN(C)C=O (DMF). Yields the product C(C1=CC=CC=C1)(=O)NC1=CC=C(C2=CC=CC=C12)S(=O)(=O)Cl (4-Benzoylamino-naphthalene-1-sulfonyl chloride). Yield: 88.2%. RXN SMILES: [C:1]([NH:9][C:10]1[C:19]2[C:14](=[CH:15][CH:16]=[CH:17][CH:18]=2)[C:13]([S:20]([OH:23])(=O)=[O:21])=[CH:12][CH:11]=1)(=[O:8])[C:2]1[CH:7]=[CH:6][CH:5]=[CH:4][CH:3]=1.S(Cl)([Cl:26])=O>CN(C=O)C>[C:1]([NH:9][C:10]1[C:19]2[C:14](=[CH:15][CH:16]=[CH:17][CH:18]=2)[C:13]([S:20]([Cl:26])(=[O:23])=[O:21])=[CH:12][CH:11]=1)(=[O:8])[C:2]1[CH:7]=[CH:6][CH:5]=[CH:4][CH:3]=1. Procedure: To a solution of the pyridinium salt of 4-benzoylamino-napthalene-1-sulfonic acid (2.4 g, 5.9 mmol) in DMF (10 mL), was added thionyl chloride (0.6 mL, 8.8 mmol). The resultant solution was stirred at 25° C. for 3 hours. The reaction mixture was quenched by pouring into ice water and filtered to give the title compound (1.8 g) a pale white solid. This material was used without further purification. 1H NMR (300 MHz, DMSO) δ 8.88 (d, 1H), 8.09 (d, 2H), 7.97 (d, 2H), 7.55 (m, 6H). Reactants: CC(C)C[Al+]CC(C)C, CON(C)C(=O)c1ccc([N+](=O)[O-])cc1F, Cl, [H-], C1CCOC1, Cc1ccccc1. Yields the product O=Cc1ccc([N+](=O)[O-])cc1F. As a reaction SMILES: [CH2:25]([Al+:26][CH2:27][CH:28]([CH3:29])[CH3:30])[CH:31]([CH3:32])[CH3:33].[CH3:1][O:2][N:3]([C:4]([c:5]1[c:6]([F:14])[cH:7][c:8]([N+:11](=[O:12])[O-:13])[cH:9][cH:10]1)=[O:15])[CH3:16].[ClH:34].[H-:24].[O:35]1[CH2:36][CH2:37][CH2:38][CH2:39]1.[c:17]1([CH3:18])[cH:19][cH:20][cH:21][cH:22][cH:23]1>>[CH:4]([c:5]1[c:6]([F:14])[cH:7][c:8]([N+:11](=[O:12])[O-:13])[cH:9][cH:10]1)=[O:15].